Task: describe an organic reaction: reactants, conditions, products, and yield. Dataset: the Open Reaction Database (ORD), a public repository of structured organic reaction records The reactants are C(=C)(C)B1OC(C)(C)C(C)(C)O1 (isopropenylboronic acid pinacol ester), FC(S(=O)(=O)OC1=NC2=CC=NC(=C2C2=C1C=CC(=C2)F)OCCCC)(F)F (1-butoxy-9-fluorobenzo[c]-1,6-naphthyridin-6-yl trifluoromethanesulfonate), [O-]P(=O)([O-])[O-].[K+].[K+].[K+] (potassium phosphate tribasic), C1(CCCCC1)P(C1CCCCC1)C1CCCCC1 (tricyclohexylphosphine). The reagents and catalysts are C(C)(=O)[O-].[Pd+2].C(C)(=O)[O-] (palladium(II) acetate). The solvent is O (water), C1(=CC=CC=C1)C (Toluene). Run at temperature 100 celsius, time 2.5 hour. Product: C(CCC)OC1=C2C3=C(C(=NC2=CC=N1)C(=C)C)C=CC(=C3)F (1-butoxy-9-fluoro-6-isopropenylbenzo[c]-1,6-naphthyridine). Reaction SMILES: FC(F)(F)S(O[C:7]1[C:16]2[CH:17]=[CH:18][C:19]([F:21])=[CH:20][C:15]=2[C:14]2[C:9](=[CH:10][CH:11]=[N:12][C:13]=2[O:22][CH2:23][CH2:24][CH2:25][CH3:26])[N:8]=1)(=O)=O.[O-]P([O-])([O-])=O.[K+].[K+].[K+].[CH:37]1(P(C2CCCCC2)C2CCCCC2)[CH2:42]CCC[CH2:38]1.C(B1OC(C)(C)C(C)(C)O1)(C)=C>C([O-])(=O)C.[Pd+2].C([O-])(=O)C.O.C1(C)C=CC=CC=1>[CH2:23]([O:22][C:13]1[N:12]=[CH:11][CH:10]=[C:9]2[C:14]=1[C:15]1[CH:20]=[C:19]([F:21])[CH:18]=[CH:17][C:16]=1[C:7]([C:37]([CH3:42])=[CH2:38])=[N:8]2)[CH2:24][CH2:25][CH3:26] |f:1.2.3.4,7.8.9|. Procedure: 1-butoxy-9-fluorobenzo[c]-1,6-naphthyridin-6-yl trifluoromethanesulfonate (1.00 g, 2.39 mmol), potassium phosphate tribasic (1.52 g, 7.17 mmol), palladium(II) acetate (0.0540 g, 0.239 mmol), and tricyclohexylphosphine (0.134 g, 0.478 mmol) were combined in pressure vessel. Toluene (20 ml), water (6.67 ml), and isopropenylboronic acid pinacol ester (0.899 ml, 4.78 mmol) were added. The resulting suspension was purged with argon (subsurface bubbling) for 10 min. The reaction mixture was stirred in... The reactants are ClC1=NC(=CC(=C1O)I)C(C)O (2-chloro-3-hydroxy-4-iodo-6-(1-hydroxyethyl)-pyridine), [H-].[Na+] (sodium hydride), C(C)(=O)OCC (ethyl acetate), C(C=C)Br (allyl bromide). Solvent: CN(C=O)C (N,N-dimethylformamide). Run at time 1 hour. Yields the product ClC1=NC(=CC(=C1CC=C)I)C(C)O (2-chloro-3-(1-propen-3-yl)-4-iodo-6-(1-hydroxyethyl)-pyridine). The yield is 93.0%. As a reaction SMILES: [Cl:1][C:2]1[C:7](O)=[C:6]([I:9])[CH:5]=[C:4]([CH:10]([OH:12])[CH3:11])[N:3]=1.[H-].[Na+].[CH2:15](Br)[CH:16]=[CH2:17].C(OCC)(=O)C>CN(C)C=O>[Cl:1][C:2]1[C:7]([CH2:17][CH:16]=[CH2:15])=[C:6]([I:9])[CH:5]=[C:4]([CH:10]([OH:12])[CH3:11])[N:3]=1 |f:1.2|. Procedure details: A solution of 2-chloro-3-hydroxy-4-iodo-6-(1-hydroxyethyl)-pyridine (3.6 g, 12 mmol) in 24 mL of N,N-dimethylformamide at 0° C. is treated with 480 mg (60% in oil, 12 mmol) of sodium hydride and stirred at room temperature for 1 h. The reaction is treated with 1.14 g (13.2 mmol) of allyl bromide and stirred for 2 h. The mixture is poured into 125 mL of ethyl acetate and washed with 4×50 mL of saturated sodium chloride, 2×25 mL of 50% saturated sodium carbonate and dried over potassium carbonate....